This data is from the Open Reaction Database (ORD), a public repository of structured organic reaction records. The task is: describe an organic reaction: reactants, conditions, products, and yield Starting materials: NC(C(=O)NC1C(=O)N2C(C(=O)O)=C(Cl)CSC12)c1ccccc1, Cl. Product: NC(C(=O)NC1C(=O)N2C(C(=O)O)=C(Cl)CSC12)c1ccccc1. Reaction SMILES: [CH:1]12[S:2][CH2:3][C:4]([Cl:5])=[C:6]([C:22]([OH:23])=[O:24])[N:7]1[C:8](=[O:9])[CH:10]2[NH:11][C:12](=[O:13])[CH:14]([NH2:15])[c:16]1[cH:17][cH:18][cH:19][cH:20][cH:21]1.[ClH:25]>>[CH:1]12[S:2][CH2:3][C:4]([Cl:5])=[C:6]([C:22](=[O:23])[OH:24])[N:7]1[C:8](=[O:9])[CH:10]2[NH:11][C:12](=[O:13])[CH:14]([NH2:15])[c:16]1[cH:17][cH:18][cH:19][cH:20][cH:21]1. Starting materials: Cl.FC=1C=C2C[C@H](COC2=C(C1)F)N ((R)-6,8-difluorochroman-3-ylamine hydrochloride), C(C)(C)(C)OC(NCCC(CO[Si](C)(C)C(C)(C)C)=O)=O ([4-(tert-butyldimethylsilanyloxy)-3-oxobutyl]carbamic acid tert-butyl ester), [S-]C#N.[K+] (potassium thiocyanate), O (water), C(C)(=O)O (acetic acid). Solvent: C(C)(=O)OCC (ethyl acetate). Run at time 2 hour. Yields the product Cl.NCCC1=CNC(N1[C@H]1COC2=C(C=C(C=C2C1)F)F)=S ((R)-5-(2-aminoethyl)-1-(6,8-difluorochroman-3-yl)-1,3-dihydroimidazole-2-thione hydrochloride). As a reaction SMILES: [ClH:1].[F:2][C:3]1[CH:4]=[C:5]2[C:10](=[C:11]([F:13])[CH:12]=1)[O:9][CH2:8][C@H:7]([NH2:14])[CH2:6]2.C(OC(=O)[NH:21][CH2:22][CH2:23][C:24](=O)[CH2:25]O[Si](C(C)(C)C)(C)C)(C)(C)C.[S-:36][C:37]#[N:38].[K+].O.C(O)(=O)C>C(OCC)(=O)C>[ClH:1].[NH2:21][CH2:22][CH2:23][C:24]1[N:14]([C@@H:7]2[CH2:6][C:5]3[C:10](=[C:11]([F:13])[CH:12]=[C:3]([F:2])[CH:4]=3)[O:9][CH2:8]2)[C:37](=[S:36])[NH:38][CH:25]=1 |f:0.1,3.4,8.9|. Reported procedure: A stirred mixture of (R)-6,8-difluorochroman-3-ylamine hydrochloride (1.68 g, 7.58 mmol), [4-(tert-butyldimethylsilanyloxy)-3-oxobutyl]carbamic acid tert-butyl ester (3.13 g, 9.85 mmol), potassium thiocyanate (0.96 g, 9.85 mmol), water (0.18 mL, 10 mmol) and acetic acid (3.0 mL, 50 mmol) in ethyl acetate (30 mL) was refluxed for 7 hours, cooled to room temperature, washed by sodium bicarbonate solution, dried over anhydrous magnesium sulphate and evaporated in vacuo. The residue was purified by ... The reactants are CCCCCCCCc1ccc(C(C)=Nc2ccccc2)cc1, CCO. The product is CCCCCCCCc1ccc(C(C)Nc2ccccc2)cc1. As a reaction SMILES: [CH3:1][C:2]([c:3]1[cH:4][cH:5][c:6]([CH2:9][CH2:10][CH2:11][CH2:12][CH2:13][CH2:14][CH2:15][CH3:16])[cH:7][cH:8]1)=[N:17][c:18]1[cH:19][cH:20][cH:21][cH:22][cH:23]1.[CH3:24][CH2:25][OH:26]>>[CH3:1][CH:2]([c:3]1[cH:4][cH:5][c:6]([CH2:9][CH2:10][CH2:11][CH2:12][CH2:13][CH2:14][CH2:15][CH3:16])[cH:7][cH:8]1)[NH:17][c:18]1[cH:19][cH:20][cH:21][cH:22][cH:23]1. Starting materials: CCO, Cl, COC(=O)c1nn(-c2ccc(N3CCOCC3)c(F)c2F)cc(OC)c1=O, [Na+], [OH-]. The product is COc1cn(-c2ccc(N3CCOCC3)c(F)c2F)nc(C(=O)O)c1=O. Reaction SMILES: [CH3:31][CH2:32][OH:33].[ClH:30].[F:1][c:2]1[c:3](-[n:15]2[n:16][c:17]([C:24](=[O:25])[O:26][CH3:27])[c:18](=[O:23])[c:19]([O:21][CH3:22])[cH:20]2)[cH:4][cH:5][c:6]([N:9]2[CH2:10][CH2:11][O:12][CH2:13][CH2:14]2)[c:7]1[F:8].[Na+:29].[OH-:28]>>[F:1][c:2]1[c:3](-[n:15]2[n:16][c:17]([C:24](=[O:25])[OH:26])[c:18](=[O:23])[c:19]([O:21][CH3:22])[cH:20]2)[cH:4][cH:5][c:6]([N:9]2[CH2:10][CH2:11][O:12][CH2:13][CH2:14]2)[c:7]1[F:8]. The reactants are SC=1SC2=C(N1)C=CC=C2 (2-mercaptobenzothiazole), C(C=CCC(=O)O)(=O)O (glutaconic acid). Solvent: OS(=O)(=O)O (H2SO4). The product is S1C(=NC2=C1C=CC=C2)SC(CC(=O)O)CC(=O)O (3-(benzothiazol-2-ylthio)-glutaric acid). The yield is 87.0%. Reaction SMILES: [SH:1][C:2]1[S:3][C:4]2[CH:10]=[CH:9][CH:8]=[CH:7][C:5]=2[N:6]=1.[C:11]([OH:19])(=[O:18])[CH:12]=[CH:13][CH2:14][C:15]([OH:17])=[O:16]>OS(O)(=O)=O>[S:3]1[C:4]2[CH:10]=[CH:9][CH:8]=[CH:7][C:5]=2[N:6]=[C:2]1[S:1][CH:13]([CH2:12][C:11]([OH:19])=[O:18])[CH2:14][C:15]([OH:17])=[O:16]. Procedure: 16.8 g of 2-mercaptobenzothiazole are suspended in 50 ml of 70% H2SO4, and 13.7 g of glutaconic acid are added at 45°-50° in the course of 30 minutes, with stirring. The reaction mixture is stirred for a further 1.5 hours at 45°-50° and the product is isolated as described in Example 5. 26 g (88% of theory) of 3-(benzothiazol-2-ylthio)-glutaric acid, of melting point 153°-154°, are obtained. The reactants are C1(CCCC1)NC1=NC=CC(=N1)C=1C(=NN2C1C=CC=C2)C(O)C2=CC=CC=C2 ({3-[2-(cyclopentylamino)-4-pyrimidinyl]pyrazolo[1,5-a]pyridin-2-yl}(phenyl)methanol), S(O)(O)(=O)=O (sulfuric acid), [H][H] (hydrogen). The reagents and catalysts are [Pd] (palladium on carbon). The solvent is C(C)O (ethanol), C(C)O (ethanol). The product is C(C1=CC=CC=C1)C1=NN2C(C=CC=C2)=C1C1=NC(=NC=C1)NC1CCCC1 (4-(2-benzylpyrazolo[1,5-a]pyridin-3-yl)-N-cyclopentyl-2-pyrimidinamine). The yield is 65.9%. Reaction SMILES: S(=O)(=O)(O)O.[CH:6]1([NH:11][C:12]2[N:17]=[C:16]([C:18]3[C:19]([CH:27]([C:29]4[CH:34]=[CH:33][CH:32]=[CH:31][CH:30]=4)O)=[N:20][N:21]4[CH:26]=[CH:25][CH:24]=[CH:23][C:22]=34)[CH:15]=[CH:14][N:13]=2)[CH2:10][CH2:9][CH2:8][CH2:7]1.[H][H]>C(O)C.[Pd]>[CH2:27]([C:19]1[C:18]([C:16]2[CH:15]=[CH:14][N:13]=[C:12]([NH:11][CH:6]3[CH2:7][CH2:8][CH2:9][CH2:10]3)[N:17]=2)=[C:22]2[CH:23]=[CH:24][CH:25]=[CH:26][N:21]2[N:20]=1)[C:29]1[CH:30]=[CH:31][CH:32]=[CH:33][CH:34]=1. Reported procedure: To a solution of concentrated sulfuric acid (9 mL, 169 mmol) in ethanol (25 mL) was added 10% palladium on carbon (200 mg) and a solution of {3-[2-(cyclopentylamino)-4-pyrimidinyl]pyrazolo[1,5-a]pyridin-2-yl}(phenyl)methanol (350 mg, 0.908 mmol) in ethanol (5 mL). The reaction mixture was stirred under 55 PSI of hydrogen for 3 days. The reaction mixture was filtered through a pad of celite. Saturated aqueous sodium bicarbonate solution was added to the filtrate until basic. The resulting mixture... Starting materials: NC1=NN2C(C(=CC=C2)C2=CC=C(C=C2)N(S(=O)(=O)C)C)=N1 (N-[4-(2-amino-[1,2,4]triazolo[1,5-a]pyridin-8-yl)-phenyl]-N-methyl-methanesulfonamide), BrC=1C=C(C=CC1)N1CCN(CC1)C (1-(3-bromo-phenyl)-4-methyl-piperazine), C1(CCCCC1)P(C1=C(C=CC=C1)C1=C(C=CC=C1)P(C1CCCCC1)C1CCCCC1)C1CCCCC1 (2,2′-bis-dicyclohexylphosphanyl-biphenyl). Product: CN(S(=O)(=O)C)C1=CC=C(C=C1)C=1C=2N(C=CC1)N=C(N2)NC2=CC(=CC=C2)N2CCN(CC2)C (N-Methyl-N-(4-{2-[3-(4-methyl-piperazin-1-yl)-phenylamino]-[1,2,4]triazolo[1,5-a]pyridin-8-yl}-phenyl)-methanesulfonamide), solid. Yield: 33.0%. Reaction SMILES: [NH2:1][C:2]1[N:22]=[C:5]2[C:6]([C:10]3[CH:15]=[CH:14][C:13]([N:16]([CH3:21])[S:17]([CH3:20])(=[O:19])=[O:18])=[CH:12][CH:11]=3)=[CH:7][CH:8]=[CH:9][N:4]2[N:3]=1.Br[C:24]1[CH:25]=[C:26]([N:30]2[CH2:35][CH2:34][N:33]([CH3:36])[CH2:32][CH2:31]2)[CH:27]=[CH:28][CH:29]=1.C1(P(C2CCCCC2)C2C=CC=CC=2C2C=CC=CC=2P(C2CCCCC2)C2CCCCC2)CCCCC1>>[CH3:21][N:16]([C:13]1[CH:12]=[CH:11][C:10]([C:6]2[C:5]3[N:4]([N:3]=[C:2]([NH:1][C:24]4[CH:29]=[CH:28][CH:27]=[C:26]([N:30]5[CH2:35][CH2:34][N:33]([CH3:36])[CH2:32][CH2:31]5)[CH:25]=4)[N:22]=3)[CH:9]=[CH:8][CH:7]=2)=[CH:15][CH:14]=1)[S:17]([CH3:20])(=[O:19])=[O:18]. Procedure: N-Methyl-N-(4-{2-[3-(4-methyl-piperazin-1-yl)-phenylamino]-[1,2,4]triazolo[1,5-a]pyridin-8-yl}-phenyl)-methanesulfonamide was prepared from N-[4-(2-amino-[1,2,4]triazolo[1,5-a]pyridin-8-yl)-phenyl]-N-methyl-methanesulfonamide (75.0 mg, 0.236 mmol) and 1-(3-bromo-phenyl)-4-methyl-piperazine (70.0 mg, 0.274 mmol) with 2,2′-bis-dicyclohexylphosphanyl-biphenyl (26.0 mg, 0.0476 mmol) as the ligand in an analogous manner to Step 2d and was isolated as a tan solid (0.038 g, 33%). MP=202-204° C. 1H NMR ... Reactants: Cc1cnccc1C(=O)O, Nc1cc(C(F)(F)F)ccc1O, c1ccncc1. Yields the product Cc1cnccc1C(=O)Nc1cc(C(F)(F)F)ccc1O. RXN SMILES: [CH3:13][c:14]1[c:15]([C:16](=[O:17])[OH:18])[cH:19][cH:20][n:21][cH:22]1.[NH2:1][c:2]1[c:3]([OH:12])[cH:4][cH:5][c:6]([C:8]([F:9])([F:10])[F:11])[cH:7]1.[cH:23]1[cH:24][cH:25][n:26][cH:27][cH:28]1>>[NH:1]([c:2]1[c:3]([OH:12])[cH:4][cH:5][c:6]([C:8]([F:9])([F:10])[F:11])[cH:7]1)[C:16]([c:15]1[c:14]([CH3:13])[cH:22][n:21][cH:20][cH:19]1)=[O:17]. The reactants are BrC=1C=C(SC1C1=CC(=CC=C1)Cl)C(=O)OCC (Ethyl 4-bromo-5-(3-chlorophenyl)thiophene-2-carboxylate), C(#N)C=1C=C(C=CC1)B(O)O (3-cyanophenylboronic acid), C([O-])([O-])=O.[Cs+].[Cs+] (cesium carbonate), C1(CCCCC1)P(C1=C(C=CC=C1)C1=C(C=C(C=C1C(C)C)C(C)C)C(C)C)C1CCCCC1 (dicyclohexyl[2′,4′,6′-tri(propan-2-yl)biphenyl-2-yl]phosphane). The reagents and catalysts are C(C)(=O)[O-].[Pd+2].C(C)(=O)[O-] (palladium(II) acetate). The solvent is COCCOC (1,2-dimethoxyethane), O (water). Conditions: temperature 50 celsius, time 3 hour. Yields the product ClC=1C=C(C=CC1)C1=C(C=C(S1)C(=O)OCC)C1=CC(=CC=C1)C#N (Ethyl 5-(3-chlorophenyl)-4-(3-cyanophenyl)thiophene-2-carboxylate). RXN SMILES: Br[C:2]1[CH:3]=[C:4]([C:14]([O:16][CH2:17][CH3:18])=[O:15])[S:5][C:6]=1[C:7]1[CH:12]=[CH:11][CH:10]=[C:9]([Cl:13])[CH:8]=1.[C:19]([C:21]1[CH:22]=[C:23](B(O)O)[CH:24]=[CH:25][CH:26]=1)#[N:20].C(=O)([O-])[O-].[Cs+].[Cs+].C1(P(C2CCCCC2)C2C=CC=CC=2C2C(C(C)C)=CC(C(C)C)=CC=2C(C)C)CCCCC1>COCCOC.O.C([O-])(=O)C.[Pd+2].C([O-])(=O)C>[Cl:13][C:9]1[CH:8]=[C:7]([C:6]2[S:5][C:4]([C:14]([O:16][CH2:17][CH3:18])=[O:15])=[CH:3][C:2]=2[C:25]2[CH:24]=[CH:23][CH:22]=[C:21]([C:19]#[N:20])[CH:26]=2)[CH:12]=[CH:11][CH:10]=1 |f:2.3.4,8.9.10|. Procedure: Under argon, 3.20 g (9.26 mmol) of the compound from Example 10A are provided in 100 ml of 1,2-dimethoxyethane, and 1.36 g (9.26 mmol) of 3-cyanophenylboronic acid, 9.05 g (27.8 mmol) of cesium carbonate, 309 mg (0.65 mmol) of dicyclohexyl[2′,4′,6′-tri(propan-2-yl)biphenyl-2-yl]phosphane and 62.4 mg (0.28 mmol) of palladium(II) acetate are added. The mixture is stirred at 50° C. for three hours. The reaction mixture is subsequently diluted with water and extracted with dichloromethane, and the o... The reactants are CCO, NC(=S)c1cc(F)ccc1F, NN. Yields the product N=C(NN)c1cc(F)ccc1F. RXN SMILES: [CH3:14][CH2:15][OH:16].[F:1][c:2]1[c:3]([C:4]([NH2:5])=[S:6])[cH:7][c:8]([F:11])[cH:9][cH:10]1.[NH2:12][NH2:13]>>[F:1][c:2]1[c:3]([C:4](=[NH:5])[NH:12][NH2:13])[cH:7][c:8]([F:11])[cH:9][cH:10]1.